Dataset: the Open Reaction Database (ORD), a public repository of structured organic reaction records. Task: describe an organic reaction: reactants, conditions, products, and yield The reactants are C(C1=CC=CC=C1)(C1=CC=CC=C1)N1CC(C1)OC1=CC(=CC=C1)F (1-benzhydryl-3-(3-fluoro-phenoxy)-azetidine), C(=O)[O-].[NH4+] (Ammonium formate). Reagents/catalysts: [Pd] (Pd/C). Run in C1CCOC1 (THF), CO (methanol). Yields the product FC=1C=C(OC2CNC2)C=CC1 (3-(3-Fluoro-phenoxy)-azetidine). The yield is 67.0%. RXN SMILES: C([N:14]1[CH2:17][CH:16]([O:18][C:19]2[CH:24]=[CH:23][CH:22]=[C:21]([F:25])[CH:20]=2)[CH2:15]1)(C1C=CC=CC=1)C1C=CC=CC=1.C([O-])=O.[NH4+]>C1COCC1.CO.[Pd]>[F:25][C:21]1[CH:20]=[C:19]([CH:24]=[CH:23][CH:22]=1)[O:18][CH:16]1[CH2:17][NH:14][CH2:15]1 |f:1.2|. Procedure details: A solution of 2.50 g of 1-benzhydryl-3-(3-fluoro-phenoxy)-azetidine in 10 mL of THF was added to a suspension of 10% Pd/C in methanol. Ammonium formate (4.6 g) were added portion wise and the reaction was heated under reflux for 3 h. The mixture was cooled, filtered through celite, and the filtrate was concentrated. The residue was triturated with CH2Cl2 and filtered. The filtrate was concentrated to give 0.840 g of the desired product. The reactants are CN(C)C=O, COc1cc(CC(=O)O)ccc1Oc1ccc2[nH]c(C)cc2c1NS(=O)(=O)c1ccc(Cl)cc1Cl, O=C1CCC(=O)N1Cl. Product: COc1cc(CC(=O)O)ccc1Oc1ccc2[nH]c(C)c(Cl)c2c1NS(=O)(=O)c1ccc(Cl)cc1Cl. Reaction SMILES: [CH3:44][N:45]([CH3:46])[CH:47]=[O:48].[Cl:1][c:2]1[c:3]([S:9](=[O:10])(=[O:11])[NH:12][c:13]2[c:14]3[cH:15][c:16]([CH3:35])[nH:17][c:18]3[cH:19][cH:20][c:21]2[O:22][c:23]2[c:24]([O:33][CH3:34])[cH:25][c:26]([CH2:29][C:30](=[O:31])[OH:32])[cH:27][cH:28]2)[cH:4][cH:5][c:6]([Cl:8])[cH:7]1.[Cl:36][N:37]1[C:38](=[O:39])[CH2:40][CH2:41][C:42]1=[O:43]>>[Cl:1][c:2]1[c:3]([S:9](=[O:10])(=[O:11])[NH:12][c:13]2[c:14]3[c:15]([Cl:36])[c:16]([CH3:35])[nH:17][c:18]3[cH:19][cH:20][c:21]2[O:22][c:23]2[c:24]([O:33][CH3:34])[cH:25][c:26]([CH2:29][C:30](=[O:31])[OH:32])[cH:27][cH:28]2)[cH:4][cH:5][c:6]([Cl:8])[cH:7]1. Reactants: ClC=1C(=NC=CC1)C#N (3-chloro-2-cyanopyridine), OO (hydrogen peroxide), S(=O)([O-])[O-].[Na+].[Na+] (sodium sulfite). Solvent: C(C)(=O)O (acetic acid), O (H2O). Reaction conditions: temperature 90 celsius, time 18 hour. Yields the product ClC=1C(=[N+](C=CC1)[O-])C#N (3-chloro-2-cyanopyridine-N-oxide). The yield is 51.3%. RXN SMILES: [Cl:1][C:2]1[C:3]([C:8]#[N:9])=[N:4][CH:5]=[CH:6][CH:7]=1.OO.S([O-])([O-])=[O:13].[Na+].[Na+]>C(O)(=O)C.O>[Cl:1][C:2]1[C:3]([C:8]#[N:9])=[N+:4]([O-:13])[CH:5]=[CH:6][CH:7]=1 |f:2.3.4|. Reported procedure: To a solution of 3-chloro-2-cyanopyridine (40g, 0.29 mol) in 500 mL acetic acid added hydrogen peroxide (30%, 52 g, 0.45 mol) dropwise. After stirring at 90° C. for 18 h, the reaction is cooled to 25° C. and a solution of sodium sulfite (57 g, 0.45 mol) in H2O is added dropwise. The reaction is concentrated to remove the bulk of the acetic acid and the residue is partitioned between 1M NaOH and CH2Cl2. The CH2Cl2 layer is dried (MgSO4), filtered, concentrated, and recrystallized from EtOAc to pr...